This data is from the Open Reaction Database (ORD), a public repository of structured organic reaction records. The task is: describe an organic reaction: reactants, conditions, products, and yield The reactants are N#Cc1c(F)cccc1F, [H-], OCc1ccccc1I, [Na+], CN(C)C=O, O. Product: N#Cc1c(F)cccc1OCc1ccccc1I. Reaction SMILES: [F:13][c:14]1[c:15]([C:16]#[N:17])[c:18]([F:22])[cH:19][cH:20][cH:21]1.[H-:2].[I:4][c:5]1[c:6]([CH2:7][OH:8])[cH:9][cH:10][cH:11][cH:12]1.[Na+:3].[O:23]=[CH:24][N:25]([CH3:26])[CH3:27].[OH2:1]>>[I:4][c:5]1[c:6]([CH2:7][O:8][c:18]2[c:15]([C:16]#[N:17])[c:14]([F:13])[cH:21][cH:20][cH:19]2)[cH:9][cH:10][cH:11][cH:12]1.